This data is from the Open Reaction Database (ORD), a public repository of structured organic reaction records. The task is: describe an organic reaction: reactants, conditions, products, and yield Starting materials: C(C1=CC(=O)NC(=O)N1)(=O)O (orotic acid), ClC=1C=CC2=C([C@H](CNCC2)C)C1 ((R)-8-chloro-1-methyl-2,3,4,5-tetrahydro-1H-3-benzazepine), C(C1=CC(=O)NC(=O)N1)(=O)O.ClC=1C=CC2=C([C@H](CNCC2)C)C1 ((R)-8-chloro-1-methyl-2,3,4,5-tetrahydro-1H-3-benzazepine orotate salt), C(C1=CC(=O)NC(=O)N1)(=O)O (Orotic acid). Run in O.O.C(C1=CC(=O)NC(=O)N1)(=O)O.ClC=1C=CC2=C([C@H](CNCC2)C)C1 (water. (R)-8-Chloro-1-methyl-2,3,4,5-tetrahydro-1H-3-benzazepine orotate salt hydrate), C(C)#N (acetonitrile), C(C)(C)O (isopropanol), C(C)(C)O (isopropanol). Conditions: time 8 hour. The product is O.C(C1=CC(=O)NC(=O)N1)(=O)O.ClC=1C=CC2=C([C@H](CNCC2)C)C1 ((R)-8-Chloro-1-methyl-2,3,4,5-tetrahydro-1H-3-benzazepine orotate salt hydrate). As a reaction SMILES: C(O)(=O)C1NC(=O)NC(=[O:5])C=1.[Cl:12][C:13]1[CH:14]=[CH:15][C:16]2[CH2:22][CH2:21][NH:20][CH2:19][C@H:18]([CH3:23])[C:17]=2[CH:24]=1.[C:25]([OH:35])(=[O:34])[C:26]1[NH:33][C:31](=[O:32])[NH:30][C:28](=[O:29])[CH:27]=1.ClC1C=CC2CCNC[C@H](C)C=2C=1>C(#N)C.C(O)(C)C.O.O.C(O)(=O)C1NC(=O)NC(=O)C=1.ClC1C=CC2CCNC[C@H](C)C=2C=1>[OH2:5].[C:25]([OH:35])(=[O:34])[C:26]1[NH:33][C:31](=[O:32])[NH:30][C:28](=[O:29])[CH:27]=1.[Cl:12][C:13]1[CH:14]=[CH:15][C:16]2[CH2:22][CH2:21][NH:20][CH2:19][C@H:18]([CH3:23])[C:17]=2[CH:24]=1 |f:2.3,6.7.8.9,10.11.12|. Procedure details: (R)-8-Chloro-1-methyl-2,3,4,5-tetrahydro-1H-3-benzazepine orotate salt hydrate was prepared by addition of one equivalent of orotic acid to a solution of (R)-8-chloro-1-methyl-2,3,4,5-tetrahydro-1H-3-benzazepine in acetonitrile or isopropanol at 60° C. Orotic acid, at 60° C., was added drop-wise, in the corresponding solvent, with vigorous stirring. Precipitation occurred immediately and the suspension was allowed to cool and stir overnight. Compound 1 orotate salt hydrate prepared in isopropano...